This data is from the Open Reaction Database (ORD), a public repository of structured organic reaction records. The task is: describe an organic reaction: reactants, conditions, products, and yield Yields the product C[Si](C#CC(CCCCCCCC)O)(C)C ((3RS)-1-(trimethylsilyl)-1-undecin-3-ol). The solvent is C(C)OCC (diethyl ether), O1CCCC1 (tetrahydrofuran). Reported procedure: 173 mol of n-butyllithium solution (1.6 mol in hexane) is instilled in a solution of 25 g of trimethylsilylacetylene in 500 ml of tetrahydrofuran with stirring and argon atmosphere at -40° C., is stirred for 30 minutes at -40° C., cooled to -70° C. and 48.1 ml of nonanal is instilled at this temperature. After an hour at -70° C., the mixture is allowed to come to -30° C., 300 ml of 2 n hydrochloric acid is added and shaken with diethyl ether. The organic phases are dried (Na2SO4), concentrated b... Starting materials: 2, Cl (hydrochloric acid), C(CCC)[Li] (n-butyllithium), C[Si](C)(C)C#C (trimethylsilylacetylene), C(CCCCCCCC)=O (nonanal). Reaction SMILES: C([Li])CCC.[CH3:6][Si:7]([C:10]#[CH:11])([CH3:9])[CH3:8].[CH:12](=[O:21])[CH2:13][CH2:14][CH2:15][CH2:16][CH2:17][CH2:18][CH2:19][CH3:20].Cl>O1CCCC1.C(OCC)C>[CH3:6][Si:7]([CH3:9])([CH3:8])[C:10]#[C:11][CH:12]([OH:21])[CH2:13][CH2:14][CH2:15][CH2:16][CH2:17][CH2:18][CH2:19][CH3:20]. Run at temperature -70 celsius. Reactants: N1=C(C=CC=C1)C1=CC=C(C=C1)S(=O)(=O)N1CC(C1)C(=O)OC (methyl 1-{[4-(pyridin-2-yl)phenyl]sulfonyl}azetidine-3-carboxylate), [BH4-].[Na+] (sodium borohydride), [OH-].[Na+] (NaOH), O (water). Run in CO (methanol). The product is N1=C(C=CC=C1)C1=CC=C(C=C1)S(=O)(=O)N1CC(C1)CO ((1-{[4-(pyridin-2-yl)phenyl]sulfonyl}azetidin-3-yl)methanol). Yield: 73.0%. RXN SMILES: [N:1]1[CH:6]=[CH:5][CH:4]=[CH:3][C:2]=1[C:7]1[CH:12]=[CH:11][C:10]([S:13]([N:16]2[CH2:19][CH:18]([C:20](OC)=[O:21])[CH2:17]2)(=[O:15])=[O:14])=[CH:9][CH:8]=1.[BH4-].[Na+].O.[OH-].[Na+]>CO>[N:1]1[CH:6]=[CH:5][CH:4]=[CH:3][C:2]=1[C:7]1[CH:8]=[CH:9][C:10]([S:13]([N:16]2[CH2:19][CH:18]([CH2:20][OH:21])[CH2:17]2)(=[O:14])=[O:15])=[CH:11][CH:12]=1 |f:1.2,4.5|. Procedure: To a stirred solution of methyl 1-{[4-(pyridin-2-yl)phenyl]sulfonyl}azetidine-3-carboxylate (0.33 g, 0.99 mmol) in anhydrous methanol (20 mL) is added sodium borohydride (0.25 g, 6.58 mmol) portionwise. After 30 mins water (40 mL) is added followed by 5N aqueous NaOH. The aqueous layer is extracted with DCM. The organic layer is dried over Na2SO4, filtered and concentrated under reduced pressure to give 0.22 g (72%) of (1-{[4-(pyridin-2-yl)phenyl]sulfonyl}azetidin-3-yl)methanol. m/z=305 [M++H]. The reactants are C(C)(C)(C)NC(=O)C1=CN(C2=NC=C(N=C21)N2C1=C(CCC2)N(N=C1)C)COCC[Si](C)(C)C (N-tert-butyl-2-(1-methyl-6,7-dihydro-1H-pyrazolo[4,3-b]pyridin-4(5H)-yl)-5-((2-(trimethylsilyl)ethoxy)methyl)-5H-pyrrolo[2,3-b]pyrazine-7-carboxamide), C(=O)(C(F)(F)F)O (TFA). The solvent is C(Cl)Cl (CH2Cl2), C(Cl)Cl (CH2Cl2). Run at time 24 hour. Yields the product C(C)(C)(C)NC(=O)C1=CNC2=NC=C(N=C21)N2C1=C(CCC2)N(N=C1)C (N-tert-butyl-2-(1-methyl-6,7-dihydro-1H-pyrazolo[4,3-b]pyridin-4(5H)-yl)-5H-pyrrolo[2,3-b]pyrazine-7-carboxamide). The yield is 58.7%. As a reaction SMILES: [C:1]([NH:5][C:6]([C:8]1[C:16]2[C:11](=[N:12][CH:13]=[C:14]([N:17]3[CH2:22][CH2:21][CH2:20][C:19]4[N:23]([CH3:26])[N:24]=[CH:25][C:18]3=4)[N:15]=2)[N:10](COCC[Si](C)(C)C)[CH:9]=1)=[O:7])([CH3:4])([CH3:3])[CH3:2].C(O)(C(F)(F)F)=O>C(Cl)Cl>[C:1]([NH:5][C:6]([C:8]1[C:16]2[C:11](=[N:12][CH:13]=[C:14]([N:17]3[CH2:22][CH2:21][CH2:20][C:19]4[N:23]([CH3:26])[N:24]=[CH:25][C:18]3=4)[N:15]=2)[NH:10][CH:9]=1)=[O:7])([CH3:4])([CH3:3])[CH3:2]. Procedure: To a stirred solution of N-tert-butyl-2-(1-methyl-6,7-dihydro-1H-pyrazolo[4,3-b]pyridin-4(5H)-yl)-5-((2-(trimethylsilyl)ethoxy)methyl)-5H-pyrrolo[2,3-b]pyrazine-7-carboxamide (77 mg, 159 μmol) in CH2Cl2 (4 mL) was added TFA (740 mg, 500 μL, 6.49 mmol). After 24 h the solvents were evaporated and the residue was re-dissolved in 5 mL of a mixture of (CH2Cl2/methanol/ammonium hydroxide; 60:10:1). After stirring at room temperature for 24 h, the mixture was concentrated in vacuo to a yellow solid, w... The reactants are CC(C)Cn1c(CNC(=O)OC(C)(C)C)c(-c2ccccc2)c2cc(NC(=O)OCc3ccccc3)ccc2c1=O, CCOC(C)=O, Cl, C1CCOC1. Product: CC(C)Cn1c(CN)c(-c2ccccc2)c2cc(NC(=O)OCc3ccccc3)ccc2c1=O, Cl. As a reaction SMILES: [CH2:1]([c:2]1[cH:3][cH:4][cH:5][cH:6][cH:7]1)[O:8][C:9](=[O:10])[NH:11][c:12]1[cH:13][c:14]2[c:15](-[c:36]3[cH:37][cH:38][cH:39][cH:40][cH:41]3)[c:16]([CH2:27][NH:28][C:29]([O:30][C:31]([CH3:32])([CH3:33])[CH3:34])=[O:35])[n:17]([CH2:23][CH:24]([CH3:25])[CH3:26])[c:18](=[O:22])[c:19]2[cH:20][cH:21]1.[CH3:48][CH2:49][O:50][C:51](=[O:52])[CH3:53].[ClH:42].[O:43]1[CH2:44][CH2:45][CH2:46][CH2:47]1>>[CH2:1]([c:2]1[cH:3][cH:4][cH:5][cH:6][cH:7]1)[O:8][C:9](=[O:10])[NH:11][c:12]1[cH:13][c:14]2[c:15](-[c:36]3[cH:37][cH:38][cH:39][cH:40][cH:41]3)[c:16]([CH2:27][NH2:28])[n:17]([CH2:23][CH:24]([CH3:25])[CH3:26])[c:18](=[O:22])[c:19]2[cH:20][cH:21]1.[ClH:42]. Reactants: BrCC(=O)C1(NOC=C1)C(=O)OCC (ethyl 3-(bromoacetyl)isoxazole-3-carboxylate), CNC(=S)N (methylthiourea). Solvent: C(C)(=O)O (acetic acid). Product: C(C)OC(=O)C1(NOC=C1)C=1N=C(SC1)NC (Ethyl-3-[2-(methylamino)-1,3-thiazol-4-yl]isoxazole-3-carboxylate). RXN SMILES: Br[CH2:2][C:3]([C:5]1([C:10]([O:12][CH2:13][CH3:14])=[O:11])[CH:9]=[CH:8][O:7][NH:6]1)=O.[CH3:15][NH:16][C:17]([NH2:19])=[S:18]>C(O)(=O)C>[CH2:13]([O:12][C:10]([C:5]1([C:3]2[N:19]=[C:17]([NH:16][CH3:15])[S:18][CH:2]=2)[CH:9]=[CH:8][O:7][NH:6]1)=[O:11])[CH3:14]. Procedure: A solution of ethyl 3-(bromoacetyl)isoxazole-3-carboxylate (100 mg, 0.40 mmol) and methylthiourea (69 mg, 0.76 mmol) in acetic acid (3.0 mL) was heated at 150° C. in the microwave for 15 minutes. Solvent was removed in vacuo to give the crude which was used without purification. MF=C10H11N3O3S; LCMS calculated for C10H11N3O3S; (M+H)+: m/z=254. Yields the product COC(=O)CCSc1ccc(C(=O)Nc2ccc(F)cc2)cn1. RXN SMILES: [CH2:32]1[O:33][CH2:34][CH2:35][CH2:36]1.[CH3:25][C:26]([CH3:27])([O-:28])[CH3:29].[Cl:1][c:2]1[n:3][cH:4][c:5]([C:6](=[O:7])[NH:8][c:9]2[cH:10][cH:11][c:12]([F:15])[cH:13][cH:14]2)[cH:16][cH:17]1.[K+:30].[OH2:31].[SH:18][CH2:19][CH2:20][C:21](=[O:22])[O:23][CH3:24]>>[c:2]1([S:18][CH2:19][CH2:20][C:21](=[O:22])[O:23][CH3:24])[n:3][cH:4][c:5]([C:6](=[O:7])[NH:8][c:9]2[cH:10][cH:11][c:12]([F:15])[cH:13][cH:14]2)[cH:16][cH:17]1. The reactants are C1CCOC1, CC(C)(C)[O-], O=C(Nc1ccc(F)cc1)c1ccc(Cl)nc1, [K+], O, COC(=O)CCS. Starting materials: C(C)(=O)Cl (acetyl chloride), Cl (HCl), BrC=1C=CC(=C(C(=O)C2=CC=C(C=C2)C)C1)O (5-bromo-2-hydroxy-4'-methylbenzophenone), BrC=1C=CC(=C(C(=O)C2=CC=C(C=C2)C)C1)O (5-bromo-2-hydroxy-4'-methylbenzophenone), N1=CC=CC=C1 (pyridine). The solvent is ClCCl (dichloromethane). Reaction conditions: time 16.75 hour. The product is C(C)(=O)OC1=C(C(=O)C2=CC=C(C=C2)C)C=C(C=C1)Br (2-Acetoxy-5-bromo-4'-methylbenzophenone). As a reaction SMILES: [Br:1][C:2]1[CH:3]=[CH:4][C:5]([OH:17])=[C:6]([CH:16]=1)[C:7]([C:9]1[CH:14]=[CH:13][C:12]([CH3:15])=[CH:11][CH:10]=1)=[O:8].N1C=CC=CC=1.[C:24](Cl)(=[O:26])[CH3:25].Cl>ClCCl>[C:24]([O:17][C:5]1[CH:4]=[CH:3][C:2]([Br:1])=[CH:16][C:6]=1[C:7]([C:9]1[CH:14]=[CH:13][C:12]([CH3:15])=[CH:11][CH:10]=1)=[O:8])(=[O:26])[CH3:25]. Procedure details: To a yellow solution of 229 mg (0.8 mmol) of 5-bromo-2-hydroxy-4'-methylbenzophenone (Compound K) in 15 mL of dichloromethane (under a blanket of argon) was added 0.07 mL (69 mg, 0.9 mmol) of pyridine followed by 0.07 mL (74 mg, 0.9 mmol) of acetyl chloride. The resultant reaction mixture was stirred at ambient temperature overnight (16.75 hours), poured into 10% HCl (aq.) solution and extracted with ethyl acetate. The layers were separated and the aqueous phase was washed with ethyl acetate. Th...